This data is from the Open Reaction Database (ORD), a public repository of structured organic reaction records. The task is: describe an organic reaction: reactants, conditions, products, and yield Starting materials: CC(C)(C)OC(=O)N1CCN(C(=O)Cl)CC1, COc1ncnc2sc(N)nc12, CCN(C(C)C)C(C)C, [H-], [Na+], C1CCOC1. Product: COc1ncnc2sc(NC(=O)N3CCN(C(=O)OC(C)(C)C)CC3)nc12. As a reaction SMILES: [C:24]([CH3:25])([CH3:26])([CH3:27])[O:28][C:29](=[O:30])[N:31]1[CH2:32][CH2:33][N:34]([C:37](=[O:38])[Cl:39])[CH2:35][CH2:36]1.[CH3:1][O:2][c:3]1[c:4]2[c:5]([n:6][cH:7][n:8]1)[s:9][c:10]([NH2:12])[n:11]2.[CH:15]([N:16]([CH2:17][CH3:18])[CH:19]([CH3:20])[CH3:21])([CH3:22])[CH3:23].[H-:13].[Na+:14].[O:40]1[CH2:41][CH2:42][CH2:43][CH2:44]1>>[CH3:1][O:2][c:3]1[c:4]2[c:5]([n:6][cH:7][n:8]1)[s:9][c:10]([NH:12][C:37]([N:34]1[CH2:33][CH2:32][N:31]([C:29]([O:28][C:24]([CH3:25])([CH3:26])[CH3:27])=[O:30])[CH2:36][CH2:35]1)=[O:38])[n:11]2. The reactants are C[C@@H]1NCCNC1 (2-(S)-methylpiperazine), C(C1=CC=CC=C1)(C1=CC=CC=C1)(C1=CC=CC=C1)Cl (trityl chloride). Run in ClCCl (dichloromethane). Reaction conditions: time 1.5 hour. Yields the product C[C@H]1CN(CCN1)C(C1=CC=CC=C1)(C1=CC=CC=C1)C1=CC=CC=C1 ((3S)-3-Methyl-1-tritylpiperazine). As a reaction SMILES: [CH3:1][C@H:2]1[CH2:7][NH:6][CH2:5][CH2:4][NH:3]1.[C:8](Cl)([C:21]1[CH:26]=[CH:25][CH:24]=[CH:23][CH:22]=1)([C:15]1[CH:20]=[CH:19][CH:18]=[CH:17][CH:16]=1)[C:9]1[CH:14]=[CH:13][CH:12]=[CH:11][CH:10]=1>ClCCl>[CH3:1][C@@H:2]1[NH:3][CH2:4][CH2:5][N:6]([C:8]([C:9]2[CH:14]=[CH:13][CH:12]=[CH:11][CH:10]=2)([C:21]2[CH:22]=[CH:23][CH:24]=[CH:25][CH:26]=2)[C:15]2[CH:16]=[CH:17][CH:18]=[CH:19][CH:20]=2)[CH2:7]1. Procedure details: To a solution of 2-(S)-methylpiperazine (2.62 g, 26.2 mmol) in dichloromethane (100 mL) was trityl chloride (7.30 g, 26.2 mmol) added and the mixture was stirred at ambient temperature for 1.5 h. The organic phase was washed (x 1) with 1 M aqueous K2CO3, water, and brine. Drying (MgSO4) and solvent removal in vacuo furnished a quantitative yield of the title compound as a glassy oil which solidified upon standing. This material was used directly in the next step. The reactants are C(C)OC(C#CCCCCCCCCCCCC)OCC (2-pentadecynal diethyl acetal). Product: C(C#CCCCCCCCCCCCC)=O (2-PENTADECYNAL). Reaction SMILES: C([O:3][CH:4](OCC)[C:5]#[C:6][CH2:7][CH2:8][CH2:9][CH2:10][CH2:11][CH2:12][CH2:13][CH2:14][CH2:15][CH2:16][CH2:17][CH3:18])C>OS(O)(=O)=O>[CH:4](=[O:3])[C:5]#[C:6][CH2:7][CH2:8][CH2:9][CH2:10][CH2:11][CH2:12][CH2:13][CH2:14][CH2:15][CH2:16][CH2:17][CH3:18]. Run in OS(=O)(=O)O (H2SO4), OS(=O)(=O)O (H2SO4). Reported procedure: A mixture of 2-pentadecynal diethyl acetal (4 g) and 10% aqueous H2SO4 (60 ml) was refluxed with efficient stirring, for one hour. An additional 40 ml dilute H2SO4 was added at this stage and the mixture heated for another two hours. After cooling, the reaction mixture was extracted with CH2Cl2, the extract dried (Na2SO4) and evaporated in vacuo to provide a yellow oil. Yield: 2.9 g. The reactants are C1=CC2=C(C=CC3=C2C(=C1)C(=O)OC3=O)S(=O)(=O)[O-].[K+] (4-Sulfo-1,8-naphthalic anhydride potassium salt), Cl.NO (hydroxylamine hydrochloride). Run in N1=CC=CC=C1 (pyridine). Product: ON1C(C2=CC=CC=3C2=C(C1=O)C=CC3S(=O)(=O)[O-])=O.[K+] (Potassium 2-Hydroxy-1,3-dioxo-2,3-dihydro-1H-benzo[de]isoquinoline-6-sulfonate). Yield: 102.2%. As a reaction SMILES: [CH:1]1[CH:10]=[C:9]2[C:11]([O:13][C:14](=O)[C:7]3=[C:8]2[C:3](=[C:4]([S:16]([O-:19])(=[O:18])=[O:17])[CH:5]=[CH:6]3)[CH:2]=1)=[O:12].[K+:20].Cl.[NH2:22][OH:23]>N1C=CC=CC=1>[OH:23][N:22]1[C:14](=[O:13])[C:7]2[CH:6]=[CH:5][C:4]([S:16]([O-:19])(=[O:18])=[O:17])=[C:3]3[C:8]=2[C:9](=[CH:10][CH:1]=[CH:2]3)[C:11]1=[O:12].[K+:20] |f:0.1,2.3,5.6|. Procedure: 4-Sulfo-1,8-naphthalic anhydride potassium salt (2.0 g, 6.2 mmol) and hydroxylamine hydrochloride (0.9 g, 12.4 mmol) were reacted in pyridine (50 mL) following the procedure of Example 1. The solids formed were filtered, washed with ethanol, and dried to give 2.1 g of the title compound, mp >380° C.; Yields the product C(C)(C)NC(CCN1N=C(C(=C1C)CC1=C2CCCC2=C(C(=C1)C)OC)C)=O (N-Isopropyl-3-[4-(7-methoxy-6-methyl-indan-4-ylmethyl)-3,5-dimethyl-pyrazol-1-yl]-propionamide). The yield is 72.3%. Starting materials: COC=1C(=CC(=C2CCCC12)CC=1C(=NN(C1C)CCC(=O)O)C)C (3-[4-(7-Methoxy-6-methyl-indan-4-ylmethyl)-3,5-dimethyl-pyrazol-1-yl]-propionic acid), C(=O)(C=1NC=CN1)C=1NC=CN1 (Carbonyl-diimidazole), O (water), C(C)(C)N (Isopropyl amine). Procedure: To the solution of 3-[4-(7-Methoxy-6-methyl-indan-4-ylmethyl)-3,5-dimethyl-pyrazol-1-yl]-propionic acid (1.0 gm, 0.00292 mole) in Tetrahydrofuran (20 ml), Carbonyl-diimidazole (0.62 gm, 0.0038 mole) was added at 20-30° C. The reaction mixture was heated and stirred for an hour at 70-75° C. A solution of Isopropyl amine (0.3 ml, 0.00367 mole) in Tetrahydrofuran (5 ml) was added at 20-30° C. The reaction mixture was further stirred at 70° C. for 4 hours. The reaction mixture was cooled and poured ... Solvent: O1CCCC1 (Tetrahydrofuran), CCCCCC (Hexane), O1CCCC1 (Tetrahydrofuran). As a reaction SMILES: [CH3:1][O:2][C:3]1[C:4]([CH3:25])=[CH:5][C:6]([CH2:12][C:13]2[C:14]([CH3:24])=[N:15][N:16]([CH2:19][CH2:20][C:21]([OH:23])=O)[C:17]=2[CH3:18])=[C:7]2[C:11]=1[CH2:10][CH2:9][CH2:8]2.C(C1NC=CN=1)(C1NC=CN=1)=O.[CH:38]([NH2:41])([CH3:40])[CH3:39].O>O1CCCC1.CCCCCC>[CH:38]([NH:41][C:21](=[O:23])[CH2:20][CH2:19][N:16]1[C:17]([CH3:18])=[C:13]([CH2:12][C:6]2[CH:5]=[C:4]([CH3:25])[C:3]([O:2][CH3:1])=[C:11]3[C:7]=2[CH2:8][CH2:9][CH2:10]3)[C:14]([CH3:24])=[N:15]1)([CH3:40])[CH3:39]. Reaction conditions: temperature 72.5 celsius.